Task: describe an organic reaction: reactants, conditions, products, and yield. Dataset: the Open Reaction Database (ORD), a public repository of structured organic reaction records Starting materials: NC1=C(C(=NC=2N1N=CC2C=2C=NC1=CC=CC=C1C2)OC2=CC=C(C=C2)CC(=O)OC)Br (methyl 2-(4-(7-amino-6-bromo-3-(quinolin-3-yl)pyrazolo[1,5-a]pyrimidin-5-yloxy)phenyl)acetate), [Li+].[OH-] (LiOH). Solvent: C1CCOC1 (THF). Reaction conditions: time 8 hour. Product: NC1=C(C(=NC=2N1N=CC2C=2C=NC1=CC=CC=C1C2)OC2=CC=C(C=C2)CC(=O)O)Br (2-(4-(7-amino-6-bromo-3-(quinolin-3-yl)pyrazolo[1,5-a]pyrimidin-5-yloxy)phenyl)acetic acid). RXN SMILES: [NH2:1][C:2]1[N:7]2[N:8]=[CH:9][C:10]([C:11]3[CH:12]=[N:13][C:14]4[C:19]([CH:20]=3)=[CH:18][CH:17]=[CH:16][CH:15]=4)=[C:6]2[N:5]=[C:4]([O:21][C:22]2[CH:27]=[CH:26][C:25]([CH2:28][C:29]([O:31]C)=[O:30])=[CH:24][CH:23]=2)[C:3]=1[Br:33].[Li+].[OH-]>C1COCC1>[NH2:1][C:2]1[N:7]2[N:8]=[CH:9][C:10]([C:11]3[CH:12]=[N:13][C:14]4[C:19]([CH:20]=3)=[CH:18][CH:17]=[CH:16][CH:15]=4)=[C:6]2[N:5]=[C:4]([O:21][C:22]2[CH:23]=[CH:24][C:25]([CH2:28][C:29]([OH:31])=[O:30])=[CH:26][CH:27]=2)[C:3]=1[Br:33] |f:1.2|. Procedure details: Crude compound, methyl 2-(4-(7-amino-6-bromo-3-(quinolin-3-yl)pyrazolo[1,5-a]pyrimidin-5-yloxy)phenyl)acetate from step E was dissolved in THF (5 mL) and LiOH (1N, 1 mL) was added. The mixture was stirred at room temperature overnight. The solvent was removed under vacuo, and the resulting residue was taken over with water and the pH value was adjusted to 5˜6. The solid was collected with filtration and purified with HPLC gave the product, 2-(4-(7-amino-6-bromo-3-(quinolin-3-yl)pyrazolo[1,5-a]py... Reactants: CCN(C(C)C)C(C)C, O=C(Cl)Oc1ccc([N+](=O)[O-])cc1, ClCCl, Nc1ccc(Cl)nc1. Product: O=C(Nc1ccc(Cl)nc1)Oc1ccc([N+](=O)[O-])cc1. RXN SMILES: [CH:9]([N:10]([CH2:11][CH3:12])[CH:13]([CH3:14])[CH3:15])([CH3:16])[CH3:17].[Cl:18][C:19](=[O:20])[O:21][c:22]1[cH:23][cH:24][c:25]([N+:28](=[O:29])[O-:30])[cH:26][cH:27]1.[Cl:31][CH2:32][Cl:33].[NH2:1][c:2]1[cH:3][cH:4][c:5]([Cl:8])[n:6][cH:7]1>>[NH:1]([c:2]1[cH:3][cH:4][c:5]([Cl:8])[n:6][cH:7]1)[C:19](=[O:20])[O:21][c:22]1[cH:23][cH:24][c:25]([N+:28](=[O:29])[O-:30])[cH:26][cH:27]1. The reactants are NC1=C(N=NN1)C(N)=O (5-amino-4-carbamoyl-1H-1,2,3-triazole), C(C1=CC=CC=C1)(=O)Cl (benzoyl chloride), S(O)(O)(=O)=O (sulphuric acid), ice, ice water, C(C)O (ethanol). The product is C(C1=CC=CC=C1)(=O)NC1=C(N=NN1)C(N)=O (5-benzamido-4-carbamoyl-1H-1,2,3-triazole). Reaction SMILES: S(=O)(=O)(O)O.[NH2:6][C:7]1[NH:11][N:10]=[N:9][C:8]=1[C:12](=[O:14])[NH2:13].C(O)C.[C:18](Cl)(=[O:25])[C:19]1[CH:24]=[CH:23][CH:22]=[CH:21][CH:20]=1>>[C:18]([NH:6][C:7]1[NH:11][N:10]=[N:9][C:8]=1[C:12](=[O:14])[NH2:13])(=[O:25])[C:19]1[CH:24]=[CH:23][CH:22]=[CH:21][CH:20]=1. Procedure details: Concentrated sulphuric acid (1.5 ml.) was added dropwise, under anhydrous conditions, to an ice-cooled, stirred suspension of 5-amino-4-carbamoyl-1H-1,2,3-triazole (1.27 g.) in benzoyl chloride (15 ml.), and the reaction mixture then stirred at room temperature overnight. The mixture was poured into ice-water, whereupon a gummy precipitate was formed. The aqueous solution was decanted off, and the gum triturated thoroughly with diethyl ether. The remaining solid was then filtered off, and washed...